Task: describe an organic reaction: reactants, conditions, products, and yield. Dataset: the Open Reaction Database (ORD), a public repository of structured organic reaction records Reactants: NC(CC)C=1C(NC(=NN1)C1CCCC1)=O (6-(1-aminopropyl)-3-cyclopentyl-1,2,4-triazin-5(4H)-one), C12C(CC(C=C1)C2)C(=O)Cl (bicyclo[2.2.1]hept-5-ene-2-carbonyl chloride). Yields the product C1(CCCC1)C1=NN=C(C(N1)=O)C(CC)NC(=O)C1C2C=CC(C1)C2 (N-[1-(3-Cyclopentyl-5-oxo-4,5-dihydro-1,2,4-triazin-6-yl)propyl]bicyclo[2.2.1]hept-5-ene-2-carboxamide). RXN SMILES: [NH2:1][CH:2]([C:5]1[C:6](=[O:16])[NH:7][C:8]([CH:11]2[CH2:15][CH2:14][CH2:13][CH2:12]2)=[N:9][N:10]=1)[CH2:3][CH3:4].[CH:17]12[CH2:23][CH:20]([CH:21]=[CH:22]1)[CH2:19][CH:18]2[C:24](Cl)=[O:25]>>[CH:11]1([C:8]2[NH:7][C:6](=[O:16])[C:5]([CH:2]([NH:1][C:24]([CH:18]3[CH2:19][CH:20]4[CH2:23][CH:17]3[CH:22]=[CH:21]4)=[O:25])[CH2:3][CH3:4])=[N:10][N:9]=2)[CH2:15][CH2:14][CH2:13][CH2:12]1. Procedure details: In analogy to the procedure for Example 36A, 150 mg (0.67 mmol) 6-(1-aminopropyl)-3-cyclopentyl-1,2,4-triazin-5(4H)-one, 120 mg (0.74 mmol) bicyclo[2.2.1]hept-5-ene-2-carbonyl chloride and proportionate amounts of the other reagents are used. The crude product is used in the next step without further purification. Reactants: OCC=1C=C(SC1)C#N (4-hydroxymethyl-thiophene-2-carbonitrile), C1(=CC=CC=C1)P(C1=CC=CC=C1)C1=CC=CC=C1 (triphenyl phosphine), C(Br)(Br)(Br)Br (carbon tetrabromide). The solvent is C1CCOC1 (THF). Conditions: time 3 hour. Yields the product BrCC=1C=C(SC1)C#N (4-Bromomethyl-thiophene-2-carbonitrile). The yield is 95.8%. Reaction SMILES: O[CH2:2][C:3]1[CH:4]=[C:5]([C:8]#[N:9])[S:6][CH:7]=1.C1(P(C2C=CC=CC=2)C2C=CC=CC=2)C=CC=CC=1.C(Br)(Br)(Br)[Br:30]>C1COCC1>[Br:30][CH2:2][C:3]1[CH:4]=[C:5]([C:8]#[N:9])[S:6][CH:7]=1. Procedure details: To a solution of 4-hydroxymethyl-thiophene-2-carbonitrile (10 g, 72 mmol), in 360 mL of THF is added triphenyl phosphine (18.3 g, 76 mmol) and carbon tetrabromide (25 g, 76 mmol). After 3 h, the solution is filtered and concentrated. The crude product is purified by column chromatography eluting with gradient of 5% EtOAc/hexanes to 10% EtOAc/hexanes to afford the title compound (14 g, 69 mmol) as a white solid. Reactants: ClC1=C(C(=O)Cl)C=CC(=C1)[N+](=O)[O-] (2-chloro-4-nitro-benzoyl chloride), IC=1C=C(C#N)C=CC1C (3-iodo-4-methyl-benzonitrile), C(C)(C)[Mg]Cl (isopropylmagnesium chloride), C1CCOC1 (THF). The reagents and catalysts are CC(=O)[O-].CC(=O)[O-].[Cu+2] (Cu(OAc)2), [Cl-].[Cl-].[Zn+2] (ZnCl2). The solvent is CCOC(=O)C.O (EtOAc water). Reaction conditions: temperature -35 celsius, time 30 minute. The product is ClC1=C(C(=O)C=2C=C(C#N)C=CC2C)C=CC(=C1)[N+](=O)[O-] (3-(2-Chloro-4-nitro-benzoyl)-4-methyl-benzonitrile). As a reaction SMILES: I[C:2]1[CH:3]=[C:4]([CH:7]=[CH:8][C:9]=1[CH3:10])[C:5]#[N:6].C([Mg]Cl)(C)C.C1COCC1.[Cl:21][C:22]1[CH:30]=[C:29]([N+:31]([O-:33])=[O:32])[CH:28]=[CH:27][C:23]=1[C:24](Cl)=[O:25]>[Cl-].[Cl-].[Zn+2].CC([O-])=O.CC([O-])=O.[Cu+2].CCOC(C)=O.O>[Cl:21][C:22]1[CH:30]=[C:29]([N+:31]([O-:33])=[O:32])[CH:28]=[CH:27][C:23]=1[C:24]([C:2]1[CH:3]=[C:4]([CH:7]=[CH:8][C:9]=1[CH3:10])[C:5]#[N:6])=[O:25] |f:4.5.6,7.8.9,10.11|. Procedure: A dry flask was charged with 3-iodo-4-methyl-benzonitrile (5.15 g, 21.2 mmol) and the flask was evaporated and then filled with argon and this process repeated twice. Dry THF (15 mL) was added, and the solution cooled to −35° C.; then isopropylmagnesium chloride (10.6 mL, 2.0 M in diethyl ether, 21 mmol) was added slowly over 20 min keeping the temperature below −35° C. On completion of the addition the reaction mixture was stirred at −35° C. for 30 min. A THF solution of ZnCl2 (3.61 g, 26.5 mmo...